describe an organic reaction: reactants, conditions, products, and yield From a dataset of the Open Reaction Database (ORD), a public repository of structured organic reaction records. Starting materials: COC(=O)CCC(C#N)(CCC(=O)OC)c1ccc(OC)c2c1OCCO2, COCCOC, Cl, [H-], [Na+], O. Product: COC(=O)C1CC(C#N)(c2ccc(OC)c3c2OCCO3)CCC1=O. As a reaction SMILES: [C:1](#[N:2])[C:3]([CH2:4][CH2:5][C:6](=[O:7])[O:8][CH3:9])([CH2:10][CH2:11][C:12](=[O:13])[O:14][CH3:15])[c:16]1[cH:17][cH:18][c:19]([O:26][CH3:27])[c:20]2[c:25]1[O:24][CH2:23][CH2:22][O:21]2.[CH3:32][O:33][CH2:34][CH2:35][O:36][CH3:37].[ClH:31].[H-:28].[Na+:29].[OH2:30]>>[C:1](#[N:2])[C:3]1([c:16]2[cH:17][cH:18][c:19]([O:26][CH3:27])[c:20]3[c:25]2[O:24][CH2:23][CH2:22][O:21]3)[CH2:4][CH:5]([C:6](=[O:7])[O:8][CH3:9])[C:12](=[O:13])[CH2:11][CH2:10]1. The reactants are Cc1ccc(C(O)c2ccccc2O)cc1, CO, O=C(O)C(F)(F)F. Product: Cc1ccc(Cc2ccccc2O)cc1. RXN SMILES: [CH3:1][c:2]1[cH:3][cH:4][c:5]([CH:6]([c:7]2[c:8]([OH:13])[cH:9][cH:10][cH:11][cH:12]2)[OH:14])[cH:15][cH:16]1.[CH3:24][OH:25].[F:17][C:18]([F:19])([F:20])[C:21]([OH:22])=[O:23]>>[CH3:1][c:2]1[cH:3][cH:4][c:5]([CH2:6][c:7]2[c:8]([OH:13])[cH:9][cH:10][cH:11][cH:12]2)[cH:15][cH:16]1. Reactants: CC1=CC(=C(C(=C1)O)C(=O)C)C (2-hydroxy-4,6-dimethylacetophenone), O.C1(=CC=C(C=C1)S(=O)(=O)O)C (p-toluenesulfonic acid monohydrate), [N+](=O)([O-])C1=CC=C(OCC(C)=O)C=C1 (4-nitrophenoxyacetone), N1CCCC1 (pyrrolidine). Solvent: C1=CC=CC=C1 (benzene). The product is CC1(OC2=CC(=CC(=C2C(C1)=O)C)C)COC1=CC=C(C=C1)[N+](=O)[O-] (2,5,7-Trimethyl-2-(4-nitrophenoxymethyl)-4-oxochroman). Isolated yield 30.6%. Reaction SMILES: [CH3:1][C:2]1[CH:7]=[C:6]([OH:8])[C:5]([C:9]([CH3:11])=[O:10])=[C:4]([CH3:12])[CH:3]=1.[N+:13]([C:16]1[CH:26]=[CH:25][C:19]([O:20][CH2:21][C:22](=O)[CH3:23])=[CH:18][CH:17]=1)([O-:15])=[O:14].N1CCCC1.O.C1(C)C=CC(S(O)(=O)=O)=CC=1>C1C=CC=CC=1>[CH3:23][C:22]1([CH2:21][O:20][C:19]2[CH:25]=[CH:26][C:16]([N+:13]([O-:15])=[O:14])=[CH:17][CH:18]=2)[CH2:11][C:9](=[O:10])[C:5]2[C:6](=[CH:7][C:2]([CH3:1])=[CH:3][C:4]=2[CH3:12])[O:8]1 |f:3.4|. Reported procedure: A procedure similar to that described in Preparation 1 was repeated, except that 10 g of 2-hydroxy-4,6-dimethylacetophenone, 12 g of 4-nitrophenoxyacetone, 6 ml of pyrrolidine, 3 g of p-toluenesulfonic acid monohydrate and 200 ml of benzene were reacted, to afford 6.36 g of the title compound, colored a pale yellow and melting at 86°-88.5° C. Starting materials: C(C)(C)(C)C=1N=C(C2=C(N1)N(N=N2)CC2=C(C=CC=C2)Cl)N2CCOCC2 (5-tert-Butyl-3-(2-chloro-benzyl)-7-morpholin-4-yl-3H-[1,2,3]triazolo[4,5-d]pyrimidine), C(C)(C)(C)C=1N=C(C2=C(N1)N(N=N2)CC2=C(C=CC=C2)Cl)Cl (5-tert-butyl-7-chloro-3-(2-chlorobenzyl)-3H-[1,2,3]triazolo[4,5-d]pyrimidine), Cl.N1[C@H](CCC1)C#N ((R)-pyrrolidine-2-carbonitrile hydrochloride). Product: C(C)(C)(C)C=1N=C(C2=C(N1)N(N=N2)CC2=C(C=CC=C2)Cl)N2[C@H](CCC2)C#N ((R)-1-[5-tert-Butyl-3-(2-chloro-benzyl)-3H-[1,2,3]triazolo[4,5-d]pyrimidin-7-yl]-pyrrolidine-2-carbonitrile), solid. Yield: 52.0%. As a reaction SMILES: [C:1]([C:5]1[N:6]=[C:7]([N:22]2[CH2:27][CH2:26]O[CH2:24][CH2:23]2)[C:8]2[N:13]=[N:12][N:11]([CH2:14][C:15]3[CH:20]=[CH:19][CH:18]=[CH:17][C:16]=3[Cl:21])[C:9]=2[N:10]=1)([CH3:4])([CH3:3])[CH3:2].C([C:32]1[N:33]=C(Cl)C2N=NN(CC3C=CC=CC=3Cl)C=2N=1)(C)(C)C.Cl.N1CCC[C@@H]1C#N>>[C:1]([C:5]1[N:6]=[C:7]([N:22]2[CH2:27][CH2:26][CH2:24][C@@H:23]2[C:32]#[N:33])[C:8]2[N:13]=[N:12][N:11]([CH2:14][C:15]3[CH:20]=[CH:19][CH:18]=[CH:17][C:16]=3[Cl:21])[C:9]=2[N:10]=1)([CH3:4])([CH3:3])[CH3:2] |f:2.3|. Reported procedure: In analogy to the procedure described for the synthesis of 5-tert-butyl-3-(2-chloro-benzyl)-7-morpholin-4-yl-3H-[1,2,3]triazolo[4,5-d]pyrimidine (example 1, step c), the title compound was prepared from 5-tert-butyl-7-chloro-3-(2-chlorobenzyl)-3H-[1,2,3]triazolo[4,5-d]pyrimidine and (R)-pyrrolidine-2-carbonitrile hydrochloride and isolated as light-yellow solid (9.7 mg, 52%). MS (m/e): 396.4 (MH+). Reactants: BrCC1CC1, O=C([O-])[O-], CN(C)C=O, [K+], [K+], O=C1Nc2ccccc2C(c2ccccc2)N1C1CCNCC1, O. RXN SMILES: [Br:30][CH2:31][CH:32]1[CH2:33][CH2:34]1.[C:24](=[O:25])([O-:26])[O-:27].[CH3:36][N:37]([CH3:38])[CH:39]=[O:40].[K+:28].[K+:29].[NH:1]1[CH2:2][CH2:3][CH:4]([N:7]2[C:8](=[O:23])[NH:9][c:10]3[cH:11][cH:12][cH:13][cH:14][c:15]3[CH:16]2[c:17]2[cH:18][cH:19][cH:20][cH:21][cH:22]2)[CH2:5][CH2:6]1.[OH2:35]>>[N:1]1([CH2:31][CH:32]2[CH2:33][CH2:34]2)[CH2:2][CH2:3][CH:4]([N:7]2[C:8](=[O:23])[NH:9][c:10]3[cH:11][cH:12][cH:13][cH:14][c:15]3[CH:16]2[c:17]2[cH:18][cH:19][cH:20][cH:21][cH:22]2)[CH2:5][CH2:6]1. Product: O=C1Nc2ccccc2C(c2ccccc2)N1C1CCN(CC2CC2)CC1.